This data is from the Open Reaction Database (ORD), a public repository of structured organic reaction records. The task is: describe an organic reaction: reactants, conditions, products, and yield The reactants are solution, B(Br)(Br)Br (boron tribromide), ClC1=C(C(=C(C=C1)C(C(O)(C(F)(F)F)CSCC)NC1=C2C=CC(=NC2=CC=C1)C)F)OC (4-chloro-2-fluoro-α-[(ethylsulfanyl)methyl]-3-methoxy-β-[(2-methylquinolin-5-yl)amino]-α-(trifluoromethyl)benzeneethanol). Solvent: ClCCl (dichloromethane), ClCCl (dichloromethane). Conditions: time 22 hour. Product: ClC1=C(C(=C(C=C1)C(C(O)(C(F)(F)F)CSCC)NC1=C2C=CC(=NC2=CC=C1)C)F)O (4-Chloro-2-fluoro-α-[(ethylsulfanyl)methyl]-3-hydroxy-β-[(2-methylquinolin-5-yl)amino]-α-(trifluoromethyl)benzeneethanol). Reaction SMILES: [Cl:1][C:2]1[CH:7]=[CH:6][C:5]([CH:8]([NH:19][C:20]2[CH:29]=[CH:28][CH:27]=[C:26]3[C:21]=2[CH:22]=[CH:23][C:24]([CH3:30])=[N:25]3)[C:9]([CH2:15][S:16][CH2:17][CH3:18])([C:11]([F:14])([F:13])[F:12])[OH:10])=[C:4]([F:31])[C:3]=1[O:32]C.B(Br)(Br)Br>ClCCl>[Cl:1][C:2]1[CH:7]=[CH:6][C:5]([CH:8]([NH:19][C:20]2[CH:29]=[CH:28][CH:27]=[C:26]3[C:21]=2[CH:22]=[CH:23][C:24]([CH3:30])=[N:25]3)[C:9]([CH2:15][S:16][CH2:17][CH3:18])([C:11]([F:12])([F:14])[F:13])[OH:10])=[C:4]([F:31])[C:3]=1[OH:32]. Procedure: Analogously to example 10 44 mg (0.087 mmol) 4-chloro-2-fluoro-α-[(ethylsulfanyl)methyl]-3-methoxy-β-[(2-methylquinolin-5-yl)amino]-α-(trifluoromethyl)benzeneethanol in 1.7 ml dichloromethane are treated with 0.87 ml of a 1 M solution of boron tribromide in dichloromethane at −20° C. The typical work up after 22 hours at room temperature and chromatography on silica gel (acetone in hexane 50%) yields 30 mg of the desired product. Reactants: CN(C)CC1=CC=2CN(CCC2O1)C(CCC1=CC(=CC=C1)CCC1=CC=CC=C1)=O (1-(2-Dimethylaminomethyl-6,7-dihydro-4H-furo[3,2-c]pyridin-5-yl)-3-(3-phenethylphenyl)propan-1-one), Cl (hydrogen chloride). Run in CO (methanol), CO (methanol). Yields the product Cl.CN(C)CC1=CC=2CN(CCC2O1)C(CCC1=CC(=CC=C1)CCC1=CC=CC=C1)=O (1-(2-dimethylaminomethyl-6,7-dihydro-4H-furo[3,2-c]pyridin-5-yl)-3-(3-phenethylphenyl)propan-1-one hydrochloride). Reaction SMILES: [CH3:1][N:2]([CH2:4][C:5]1[O:13][C:12]2[CH2:11][CH2:10][N:9]([C:14](=[O:31])[CH2:15][CH2:16][C:17]3[CH:22]=[CH:21][CH:20]=[C:19]([CH2:23][CH2:24][C:25]4[CH:30]=[CH:29][CH:28]=[CH:27][CH:26]=4)[CH:18]=3)[CH2:8][C:7]=2[CH:6]=1)[CH3:3].[ClH:32]>CO>[ClH:32].[CH3:1][N:2]([CH2:4][C:5]1[O:13][C:12]2[CH2:11][CH2:10][N:9]([C:14](=[O:31])[CH2:15][CH2:16][C:17]3[CH:22]=[CH:21][CH:20]=[C:19]([CH2:23][CH2:24][C:25]4[CH:30]=[CH:29][CH:28]=[CH:27][CH:26]=4)[CH:18]=3)[CH2:8][C:7]=2[CH:6]=1)[CH3:3] |f:3.4|. Reported procedure: 1-(2-Dimethylaminomethyl-6,7-dihydro-4H-furo[3,2-c]pyridin-5-yl)-3-(3-phenethylphenyl)propan-1-one 0.293 g was dissolved in 2 ml of methanol; hydrogen chloride in methanol was added in excess, followed by stirring. This mixture was concentrated to yield the desired product.